Task: describe an organic reaction: reactants, conditions, products, and yield. Dataset: the Open Reaction Database (ORD), a public repository of structured organic reaction records Reactants: COCCCCc1c(C(=O)N(CC(C)C)C2CC(C(=O)O)CN(C(=O)OC(C)(C)C)C2)nnn1-c1ccccc1, O=C([O-])O, C1CCNC1, CCN(C(C)C)C(C)C, [Na+], CN(C)C=O, On1nnc2ccccc21. Yields the product COCCCCc1c(C(=O)N(CC(C)C)C2CC(C(=O)N3CCCC3)CN(C(=O)OC(C)(C)C)C2)nnn1-c1ccccc1. RXN SMILES: [C:1]([CH3:2])([CH3:3])([CH3:4])[O:5][C:6](=[O:7])[N:8]1[CH2:9][CH:10]([C:38](=[O:39])[OH:40])[CH2:11][CH:12]([N:14]([CH2:15][CH:16]([CH3:17])[CH3:18])[C:19](=[O:20])[c:21]2[n:22][n:23][n:24](-[c:32]3[cH:33][cH:34][cH:35][cH:36][cH:37]3)[c:25]2[CH2:26][CH2:27][CH2:28][CH2:29][O:30][CH3:31])[CH2:13]1.[C:65](=[O:66])([O-:67])[OH:68].[CH2:41]1[CH2:42][CH2:43][NH:44][CH2:45]1.[CH:56]([N:57]([CH:58]([CH3:59])[CH3:60])[CH2:61][CH3:62])([CH3:63])[CH3:64].[Na+:69].[O:70]=[CH:71][N:72]([CH3:73])[CH3:74].[OH:46][n:47]1[c:48]2[c:49]([cH:50][cH:51][cH:52][cH:53]2)[n:54][n:55]1>>[C:1]([CH3:2])([CH3:3])([CH3:4])[O:5][C:6](=[O:7])[N:8]1[CH2:9][CH:10]([C:38](=[O:39])[N:44]2[CH2:43][CH2:42][CH2:41][CH2:45]2)[CH2:11][CH:12]([N:14]([CH2:15][CH:16]([CH3:17])[CH3:18])[C:19](=[O:20])[c:21]2[n:22][n:23][n:24](-[c:32]3[cH:33][cH:34][cH:35][cH:36][cH:37]3)[c:25]2[CH2:26][CH2:27][CH2:28][CH2:29][O:30][CH3:31])[CH2:13]1.